This data is from the Open Reaction Database (ORD), a public repository of structured organic reaction records. The task is: describe an organic reaction: reactants, conditions, products, and yield Reactants: CC(C)(C)N, ClCCl, [I-], [Na+], C1COCCOCCOCCOCCOCCO1, ClC1C=CC(c2ccccc2)(c2ccccc2)C1. The product is Cl, CC(C)(C)NC1C=CC(c2ccccc2)(c2ccccc2)C1. Reaction SMILES: [C:19]([CH3:20])([CH3:21])([CH3:22])[NH2:23].[CH2:44]([Cl:45])[Cl:46].[I-:25].[Na+:24].[O:26]1[CH2:27][CH2:28][O:29][CH2:30][CH2:31][O:32][CH2:33][CH2:34][O:35][CH2:36][CH2:37][O:38][CH2:39][CH2:40][O:41][CH2:42][CH2:43]1.[c:1]1([C:7]2([c:13]3[cH:14][cH:15][cH:16][cH:17][cH:18]3)[CH:8]=[CH:9][CH:10]([Cl:12])[CH2:11]2)[cH:2][cH:3][cH:4][cH:5][cH:6]1>>[ClH:12].[c:1]1([C:7]2([c:13]3[cH:14][cH:15][cH:16][cH:17][cH:18]3)[CH:8]=[CH:9][CH:10]([NH:23][C:19]([CH3:20])([CH3:21])[CH3:22])[CH2:11]2)[cH:2][cH:3][cH:4][cH:5][cH:6]1.